Dataset: the Open Reaction Database (ORD), a public repository of structured organic reaction records. Task: describe an organic reaction: reactants, conditions, products, and yield The reactants are O1CCN(CC1)C=1C=C(C(=O)O)C=C(C1)[N+](=O)[O-] (3-morpholino-5-nitrobenzoic acid), C([O-])(O)=O.[Na+] (sodium bicarbonate), C(CCl)Cl (EDC), ON1N=NC2=C1N=CC=C2 (1-hydroxy-7-azabenzotriazole), C(C)(=O)NN (acetic hydrazide). The solvent is CN(C)C=O (DMF). Reaction conditions: temperature 23 celsius, time 18 hour. Yields the product C(C)(=O)NNC(C1=CC(=CC(=C1)[N+](=O)[O-])N1CCOCC1)=O (N′-acetyl-3-morpholino-5-nitrobenzohydrazide). Reaction SMILES: [O:1]1[CH2:6][CH2:5][N:4]([C:7]2[CH:8]=[C:9]([CH:13]=[C:14]([N+:16]([O-:18])=[O:17])[CH:15]=2)[C:10]([OH:12])=O)[CH2:3][CH2:2]1.C(=O)(O)[O-].[Na+].C(Cl)CCl.ON1C2N=CC=CC=2N=N1.[C:38]([NH:41][NH2:42])(=[O:40])[CH3:39]>CN(C=O)C>[C:38]([NH:41][NH:42][C:10](=[O:12])[C:9]1[CH:13]=[C:14]([N+:16]([O-:18])=[O:17])[CH:15]=[C:7]([N:4]2[CH2:3][CH2:2][O:1][CH2:6][CH2:5]2)[CH:8]=1)(=[O:40])[CH3:39] |f:1.2|. Reported procedure: A screw-cap vial was charged with 3-morpholino-5-nitrobenzoic acid (0.250 g, 0.991 mmol), sodium bicarbonate (0.250 g, 2.97 mmol), EDC (0.285 g, 1.487 mmol), 1-hydroxy-7-azabenzotriazole (0.202 g, 1.487 mmol), acetic hydrazide (0.088 g, 1.189 mmol), and DMF (2.0 mL). The orange solution was stirred at 23° C. for 18 h, then partitioned between EtOAc and water. The organic phase was washed with brine, dried over magnesium sulfate, and concd, affording N′-acetyl-3-morpholino-5-nitrobenzohydrazide a... The reactants are ClC1=CC=C(C=C1)C1=NC2=C(N1C(COCC1CCCCC1)C1CCCCC1)C=C(C(=C2)F)F (2-(4-Chloro-phenyl)-1-(1-cyclohexyl-2-cyclohexylmethoxy-ethyl)-5,6-difluoro-1H-benzoimidazole), ClC1=CC=C(C=C1)C1=NC2=C(N1C(COCC1CCCCC1)C1CCCCC1)C=C(C(=C2)F)F (2-(4-Chloro-phenyl)-1-(1-cyclohexyl-2-cyclohexylmethoxy-ethyl)-5,6-difluoro-1H-benzoimidazole), COC(C1=CC(=C(C=C1)CBr)F)=O (4-bromomethyl-3-fluorobenzoic acid methyl ester). Yields the product COC(C1=CC(=C(C=C1)COCC(C1CCCCC1)N1C(=NC2=C1C=C(C(=C2)F)F)C2=CC=C(C=C2)Cl)F)=O (4-{2-[2-(4-Chloro-phenyl)-5,6-difluoro-benzoimidazol-1-yl]-2-cyclohexyl-ethoxymethyl}-3-fluoro-benzoic methyl ester), compound. The yield is 34.0%. Reaction SMILES: [Cl:1][C:2]1[CH:7]=[CH:6][C:5]([C:8]2[N:12]([CH:13]([CH:23]3[CH2:28][CH2:27][CH2:26][CH2:25][CH2:24]3)[CH2:14][O:15]CC3CCCCC3)[C:11]3[CH:29]=[C:30]([F:34])[C:31]([F:33])=[CH:32][C:10]=3[N:9]=2)=[CH:4][CH:3]=1.[CH3:35][O:36][C:37](=[O:47])[C:38]1[CH:43]=[CH:42][C:41]([CH2:44]Br)=[C:40]([F:46])[CH:39]=1>>[CH3:35][O:36][C:37](=[O:47])[C:38]1[CH:43]=[CH:42][C:41]([CH2:44][O:15][CH2:14][CH:13]([N:12]2[C:11]3[CH:29]=[C:30]([F:34])[C:31]([F:33])=[CH:32][C:10]=3[N:9]=[C:8]2[C:5]2[CH:6]=[CH:7][C:2]([Cl:1])=[CH:3][CH:4]=2)[CH:23]2[CH2:28][CH2:27][CH2:26][CH2:25][CH2:24]2)=[C:40]([F:46])[CH:39]=1. Reported procedure: The title compound was prepared in analogy to Example 26, intermediate, from 2-[2-(4-chloro-phenyl)-5,6-difluoro-benzoimidazol-1-yl]-2-cyclohexyl-ethanol (Example 1, intermediate c) and 4-bromomethyl-3-fluorobenzoic acid methyl ester (commercially available) to give the compound as light yellow solid (34%). MS (Turbo Spray): m/z=557.4 [M+H]. Reactants: CCOC(=O)c1nc(-c2sc(NC(C)=O)nc2C)cs1, C1CCOC1, Cl, [Na+], [OH-]. Yields the product CC(=O)Nc1nc(C)c(-c2csc(C(=O)O)n2)s1. As a reaction SMILES: [C:1]([CH3:2])(=[O:3])[NH:4][c:5]1[s:6][c:7](-[c:11]2[n:12][c:13]([C:16](=[O:17])[O:18][CH2:19][CH3:20])[s:14][cH:15]2)[c:8]([CH3:10])[n:9]1.[CH2:24]1[O:25][CH2:26][CH2:27][CH2:28]1.[ClH:23].[Na+:22].[OH-:21]>>[C:1]([CH3:2])(=[O:3])[NH:4][c:5]1[s:6][c:7](-[c:11]2[n:12][c:13]([C:16](=[O:17])[OH:18])[s:14][cH:15]2)[c:8]([CH3:10])[n:9]1. Reactants: CN1CCCC1=O (NMP), N (ammonia), BrC1=CC2=CN(N=C2C(=C1)Cl)CC (5-bromo-7-chloro-2-ethyl-2H-indazole). Reagents/catalysts: [Cu](I)I (copper iodide). Solvent: C(C)(=O)OCC (ethyl acetate). Reaction conditions: temperature 80 celsius, time 10 hour. The product is ClC1=CC(=CC2=CN(N=C12)CC)N (7-chloro-2-ethyl-2H-indazol-5-amine). RXN SMILES: C[N:2]1C(=O)CCC1.N.Br[C:10]1[CH:18]=[C:17]([Cl:19])[C:16]2[C:12](=[CH:13][N:14]([CH2:20][CH3:21])[N:15]=2)[CH:11]=1>C(OCC)(=O)C.[Cu](I)I>[Cl:19][C:17]1[C:16]2[C:12](=[CH:13][N:14]([CH2:20][CH3:21])[N:15]=2)[CH:11]=[C:10]([NH2:2])[CH:18]=1. Reported procedure: Copper oxide (I) (200 mg), NMP (7 mL), and concentrated aqueous ammonia (7 mL) were added to 5-bromo-7-chloro-2-ethyl-2H-indazole obtained in the above-described Step 1 (1.43 g), and the reaction solution was stirred in a microwave reactor at 80° C. for 10 hours. The reaction solution was cooled to room temperature, and diluted with ethyl acetate. Thereafter, the reaction solution was washed successively with water four times and then with a saturated saline solution. After drying over anhydrous... The reactants are CCCCP(CCCC)CCCC, O=S(=O)(c1ccc(C(CC2CCOCC2)c2ccc(-c3ccc(O)cn3)[nH]2)cc1)C1CC1, OCC1CC1, O=C(N=NC(=O)N1CCCCC1)N1CCCCC1, C1CCOC1. Yields the product O=S(=O)(c1ccc(C(CC2CCOCC2)c2ccc(-c3ccc(OCC4CC4)cn3)[nH]2)cc1)C1CC1. RXN SMILES: [CH2:38]([P:39]([CH2:40][CH2:41][CH2:42][CH3:43])[CH2:44][CH2:45][CH2:46][CH3:47])[CH2:48][CH2:49][CH3:50].[CH:1]1([S:4](=[O:5])(=[O:6])[c:7]2[cH:8][cH:9][c:10]([CH:13]([CH2:14][CH:15]3[CH2:16][CH2:17][O:18][CH2:19][CH2:20]3)[c:21]3[cH:22][cH:23][c:24](-[c:26]4[cH:27][cH:28][c:29]([OH:32])[cH:30][n:31]4)[nH:25]3)[cH:11][cH:12]2)[CH2:2][CH2:3]1.[CH:33]1([CH2:36][OH:37])[CH2:34][CH2:35]1.[N:51]([C:52]([N:53]1[CH2:54][CH2:55][CH2:56][CH2:57][CH2:58]1)=[O:59])=[N:60][C:61]([N:62]1[CH2:63][CH2:64][CH2:65][CH2:66][CH2:67]1)=[O:68].[O:69]1[CH2:70][CH2:71][CH2:72][CH2:73]1>>[CH:1]1([S:4](=[O:5])(=[O:6])[c:7]2[cH:8][cH:9][c:10]([CH:13]([CH2:14][CH:15]3[CH2:16][CH2:17][O:18][CH2:19][CH2:20]3)[c:21]3[cH:22][cH:23][c:24](-[c:26]4[cH:27][cH:28][c:29]([O:32][CH2:36][CH:33]5[CH2:34][CH2:35]5)[cH:30][n:31]4)[nH:25]3)[cH:11][cH:12]2)[CH2:2][CH2:3]1. The product is BrC1=CC=C(CC=2NC(C3=C(N2)N(N=N3)C(CCCC3=CC=CC=C3)C)=O)C=C1 (5-(4-Bromo-benzyl)-3-(1-methyl-4-phenyl-butyl)-3,6-dihydro-[1,2,3]triazolo[4,5-d]pyrimidin-7-one). Procedure: Analogously to the procedure of Example 1, the title compound is prepared from 1.0 g (3.8 mmol) of 5-amino-1-(1-methyl-4-phenyl-butyl)-1H-[1,2,3]triazole-4-carboxamide and 2.61 g (11.4 mmol) of methyl 4-bromophenylacetate. As a reaction SMILES: [NH2:1][C:2]1[N:6]([CH:7]([CH3:17])[CH2:8][CH2:9][CH2:10][C:11]2[CH:16]=[CH:15][CH:14]=[CH:13][CH:12]=2)[N:5]=[N:4][C:3]=1[C:18]([NH2:20])=[O:19].[Br:21][C:22]1[CH:27]=[CH:26][C:25]([CH2:28][C:29](OC)=O)=[CH:24][CH:23]=1>>[Br:21][C:22]1[CH:27]=[CH:26][C:25]([CH2:28][C:29]2[NH:20][C:18](=[O:19])[C:3]3[N:4]=[N:5][N:6]([CH:7]([CH3:17])[CH2:8][CH2:9][CH2:10][C:11]4[CH:12]=[CH:13][CH:14]=[CH:15][CH:16]=4)[C:2]=3[N:1]=2)=[CH:24][CH:23]=1. Reactants: NC1=C(N=NN1C(CCCC1=CC=CC=C1)C)C(=O)N (5-amino-1-(1-methyl-4-phenyl-butyl)-1H-[1,2,3]triazole-4-carboxamide), BrC1=CC=C(C=C1)CC(=O)OC (methyl 4-bromophenylacetate).